Task: describe an organic reaction: reactants, conditions, products, and yield. Dataset: the Open Reaction Database (ORD), a public repository of structured organic reaction records Reactants: CN(C)c1ccccn1, CCOC(C)=O, C(=NC1CCCCC1)=NC1CCCCC1, O=[PH](O)CCCCc1ccc(F)cc1, C1CCOC1, O=C(NCCCCC(O)C(=O)N1CCCC1C(=O)O)OCc1ccccc1. The product is O=C(NCCCCC(O[PH](=O)CCCCc1ccc(F)cc1)C(=O)N1CCCC1C(=O)O)OCc1ccccc1. As a reaction SMILES: [CH3:57][N:58]([c:59]1[cH:60][cH:61][cH:62][cH:63][n:64]1)[CH3:65].[CH3:71][CH2:72][O:73][C:74](=[O:75])[CH3:76].[CH:42]1([N:43]=[C:44]=[N:45][CH:46]2[CH2:47][CH2:48][CH2:49][CH2:50][CH2:51]2)[CH2:52][CH2:53][CH2:54][CH2:55][CH2:56]1.[F:1][c:2]1[cH:3][cH:4][c:5]([CH2:8][CH2:9][CH2:10][CH2:11][PH:12]([OH:13])=[O:14])[cH:6][cH:7]1.[O:66]1[CH2:67][CH2:68][CH2:69][CH2:70]1.[c:15]1([CH2:21][O:22][C:23](=[O:24])[NH:25][CH2:26][CH2:27][CH2:28][CH2:29][CH:30]([C:31](=[O:32])[N:33]2[CH:34]([C:35](=[O:36])[OH:37])[CH2:38][CH2:39][CH2:40]2)[OH:41])[cH:16][cH:17][cH:18][cH:19][cH:20]1>>[F:1][c:2]1[cH:3][cH:4][c:5]([CH2:8][CH2:9][CH2:10][CH2:11][PH:12](=[O:13])[O:14][CH:30]([CH2:29][CH2:28][CH2:27][CH2:26][NH:25][C:23]([O:22][CH2:21][c:15]2[cH:16][cH:17][cH:18][cH:19][cH:20]2)=[O:24])[C:31](=[O:32])[N:33]2[CH:34]([C:35](=[O:36])[OH:37])[CH2:38][CH2:39][CH2:40]2)[cH:6][cH:7]1. Reactants: O1C(C(=O)O)C1C(=O)O.C(C)[K] (monoethyl potassium epoxysuccinate), C(C(=O)Cl)(=O)Cl (oxalyl chloride), C(CC(C)C)N (isoamylamine). Yields the product C(CC(C)C)NC(C1C(C(=O)OCC)O1)=O (ethyl N-isoamyl-2,3-epoxysuccinamate). The yield is 52.4%. RXN SMILES: [O:1]1[CH:6]([C:7]([OH:9])=[O:8])[CH:2]1[C:3]([OH:5])=O.[CH2:10]([K])[CH3:11].C(Cl)(=O)C(Cl)=O.[CH2:19]([NH2:24])[CH2:20][CH:21]([CH3:23])[CH3:22]>>[CH2:19]([NH:24][C:3](=[O:5])[CH:2]1[O:1][CH:6]1[C:7]([O:9][CH2:10][CH3:11])=[O:8])[CH2:20][CH:21]([CH3:23])[CH3:22] |f:0.1|. Procedure details: Following the procedure of Example 1, monoethyl potassium epoxysuccinate (1.5 g) was successively treated with oxalyl chloride (1.04 g) and isoamylamine (2.3 g) to give 0.9 g of ethyl N-isoamyl-2,3-epoxysuccinamate (Compound No. 17) as colorless needles melting at 59°-61° C. The reactants are solution, C[Si](C)(C)C=[N+]=[N-] (trimethylsilyl diazomethane), C1(=CC=CC=C1)C1(CCCCCC1)C(=O)O (1-phenyl-cycloheptanecarboxylic acid). Solvent: CO (methanol), C1(=CC=CC=C1)C (toluene). Yields the product COC(=O)C1(CCCCCC1)C1=CC=CC=C1 (1-Phenyl-cycloheptanecarboxylic acid methyl ester). As a reaction SMILES: [CH3:1][Si](C=[N+]=[N-])(C)C.[C:8]1([C:14]2([C:21]([OH:23])=[O:22])[CH2:20][CH2:19][CH2:18][CH2:17][CH2:16][CH2:15]2)[CH:13]=[CH:12][CH:11]=[CH:10][CH:9]=1>CO.C1(C)C=CC=CC=1>[CH3:1][O:22][C:21]([C:14]1([C:8]2[CH:13]=[CH:12][CH:11]=[CH:10][CH:9]=2)[CH2:20][CH2:19][CH2:18][CH2:17][CH2:16][CH2:15]1)=[O:23]. Procedure: A 2.0 M solution of trimethylsilyl diazomethane (29.2 mL) was added dropwise to a solution of 1-phenyl-cycloheptanecarboxylic acid (Example 14c) (9.8 g) in methanol (85 mL) and toluene (300 mL) under an atmosphere of nitrogen. The reactants are BrC1=CC(=C(CNC(C2=C(C=C(C=C2)Cl)O)=O)C=C1)F (N-(4-bromo-2-fluoro-benzyl)-4-chloro-2-hydroxy-benzamide), C(=O)([O-])[O-].[K+].[K+] (K2CO3), BrCC(=O)OCC (ethyl bromoacetate). Run in CC(=O)C (acetone). Reaction conditions: temperature 50 celsius. Product: C(C)OC(COC1=C(C=CC(=C1)Cl)C(NCC1=C(C=C(C=C1)Br)F)=O)=O ([2-(4-bromo-2-fluoro-benzylcarbamoyl)-5-chloro-phenoxy]-acetic acid ethyl ester). Yield: 93.8%. RXN SMILES: [Br:1][C:2]1[CH:19]=[CH:18][C:5]([CH2:6][NH:7][C:8](=[O:17])[C:9]2[CH:14]=[CH:13][C:12]([Cl:15])=[CH:11][C:10]=2[OH:16])=[C:4]([F:20])[CH:3]=1.C([O-])([O-])=O.[K+].[K+].Br[CH2:28][C:29]([O:31][CH2:32][CH3:33])=[O:30]>CC(C)=O>[CH2:32]([O:31][C:29](=[O:30])[CH2:28][O:16][C:10]1[CH:11]=[C:12]([Cl:15])[CH:13]=[CH:14][C:9]=1[C:8](=[O:17])[NH:7][CH2:6][C:5]1[CH:18]=[CH:19][C:2]([Br:1])=[CH:3][C:4]=1[F:20])[CH3:33] |f:1.2.3|. Procedure details: A solution of N-(4-bromo-2-fluoro-benzyl)-4-chloro-2-hydroxy-benzamide (3.25 g, 9.06 mmol) in acetone (45 mL, 0.2 M) was treated with aq K2CO3 (2 M, 6.8 mL, 14 mmol) and ethyl bromoacetate (1.2 mL, 11 mmol). After being heated to 50° C. for 8 h, the solution was cooled to room temperature and concentrated under reduced pressure until most of the acetone was removed. The solution was acidified to pH 1–2 with 2 N HCl, diluted with ethyl acetate and washed with saturated aq NaCl. The organic layer ... Reactants: C(C1=CC=CC=C1)(=O)C1=C(C=CC(=C1)Cl)C=1C(=NNC1)C#N (4-[2-benzoyl-4-chlorophenyl]pyrazole-3-carbonitrile). Reagents/catalysts: [Ni] (Raney nickel). The solvent is C(C)(=O)O (acetic acid). Reaction conditions: time 4 hour. The product is ClC1=CC2=C(C=3C(CN=C2C2=CC=CC=C2)=NNC3)C=C1 (8-Chloro-6-phenyl-2H,4H-pyrazolo[3,4-d][2]-benzazepine). RXN SMILES: [C:1]([C:9]1[CH:14]=[C:13]([Cl:15])[CH:12]=[CH:11][C:10]=1[C:16]1[C:17]([C:21]#[N:22])=[N:18][NH:19][CH:20]=1)(=O)[C:2]1[CH:7]=[CH:6][CH:5]=[CH:4][CH:3]=1>[Ni].C(O)(=O)C>[Cl:15][C:13]1[CH:12]=[CH:11][C:10]2[C:16]3[C:17](=[N:18][NH:19][CH:20]=3)[CH2:21][N:22]=[C:1]([C:2]3[CH:7]=[CH:6][CH:5]=[CH:4][CH:3]=3)[C:9]=2[CH:14]=1. Reported procedure: A mixture of 2.2 g (7.2 mmole) of 4-[2-benzoyl-4-chlorophenyl]pyrazole-3-carbonitrile, 2.0 g of Raney nickel, and 150 ml of acetic acid was hydrogenated on a Parr apparatus for 4 hr. The Raney nickel was removed by filtration, and the filtrate diluted with 600 ml of ice water. The acetic acid was neutralized with concentrated ammonium hydroxide and the resulting aqueous solution was extracted with methylene chloride. The methylene chloride solution was washed with water, and was dried with sodiu... Starting materials: CC(C)(C)ON=O, Cc1cc(C)c(Nc2nc(N)nc3c2ccn3Cc2ccccc2)c(C)c1, ClC(Cl)Cl, F, [K+], [K+], O=C([O-])[O-], O, c1ccncc1. Yields the product Cc1cc(C)c(Nc2nc(F)nc3c2ccn3Cc2ccccc2)c(C)c1. RXN SMILES: [C:29]([O:30][N:31]=[O:32])([CH3:33])([CH3:34])[CH3:35].[CH2:1]([c:2]1[cH:3][cH:4][cH:5][cH:6][cH:7]1)[n:8]1[cH:9][cH:10][c:11]2[c:12]1[n:13][c:14]([NH2:27])[n:15][c:16]2[NH:17][c:18]1[c:19]([CH3:26])[cH:20][c:21]([CH3:25])[cH:22][c:23]1[CH3:24].[Cl:48][CH:49]([Cl:50])[Cl:51].[FH:28].[K+:36].[K+:37].[O-:38][C:39]([O-:40])=[O:41].[OH2:52].[cH:42]1[cH:43][cH:44][n:45][cH:46][cH:47]1>>[CH2:1]([c:2]1[cH:3][cH:4][cH:5][cH:6][cH:7]1)[n:8]1[cH:9][cH:10][c:11]2[c:12]1[n:13][c:14]([F:28])[n:15][c:16]2[NH:17][c:18]1[c:19]([CH3:26])[cH:20][c:21]([CH3:25])[cH:22][c:23]1[CH3:24].